Dataset: the Open Reaction Database (ORD), a public repository of structured organic reaction records. Task: describe an organic reaction: reactants, conditions, products, and yield Starting materials: C(C)OC(C(CC1=CC(=C(C=C1)O)F)OCC)=O ([rac]-2-ethoxy-3-(3-fluoro-4-hydroxy-phenyl)-propionic acid ethyl ester), C1(=CC=CC=C1)P(C1=CC=CC=C1)C1=CC=CC=C1 (triphenylphosphine), C(C)(C)C1=CC=C(C=C1)C=1SC(=C(N1)CCO)C (2-[2-(4-isopropyl-phenyl)-5-methyl-thiazol-4-yl]-ethanol), COC(CC(C(C)Br)=O)=O ([rac]-4-bromo-3-oxo-pentanoic acid methyl ester), C(C)(C)C1=CC=C(C(=S)N)C=C1 (4-isopropyl-thiobenzamide), N(=NC(=O)OCC)C(=O)OCC (DEAD). Run in O1CCCC1 (tetrahydrofuran). The product is C(C)OC(C(CC1=CC(=C(C=C1)OCCC=1N=C(SC1C)C1=CC=C(C=C1)C(C)C)F)OCC)=O ([rac]-2-ethoxy-3-(3-fluoro-4-{2-[2-(4-isopropyl-phenyl)-5-methyl-thiazol-4-yl]-ethoxy}-phenyl)-propionic acid ethyl ester). Reaction SMILES: [CH2:1]([O:3][C:4](=[O:18])[CH:5]([O:15][CH2:16][CH3:17])[CH2:6][C:7]1[CH:12]=[CH:11][C:10]([OH:13])=[C:9]([F:14])[CH:8]=1)[CH3:2].[CH:19]([C:22]1[CH:27]=[CH:26][C:25]([C:28]2[S:29][C:30]([CH3:36])=[C:31]([CH2:33][CH2:34]O)[N:32]=2)=[CH:24][CH:23]=1)([CH3:21])[CH3:20].COC(=O)CC(=O)C(Br)C.C(C1C=CC(C(N)=S)=CC=1)(C)C.C1(P(C2C=CC=CC=2)C2C=CC=CC=2)C=CC=CC=1.N(C(OCC)=O)=NC(OCC)=O>O1CCCC1>[CH2:1]([O:3][C:4](=[O:18])[CH:5]([O:15][CH2:16][CH3:17])[CH2:6][C:7]1[CH:12]=[CH:11][C:10]([O:13][CH2:34][CH2:33][C:31]2[N:32]=[C:28]([C:25]3[CH:24]=[CH:23][C:22]([CH:19]([CH3:20])[CH3:21])=[CH:27][CH:26]=3)[S:29][C:30]=2[CH3:36])=[C:9]([F:14])[CH:8]=1)[CH3:2]. Procedure: In analogy to the procedure described in example 1 d], [rac]-2-ethoxy-3-(3-fluoro-4-hydroxy-phenyl)-propionic acid ethyl ester (example 7 a]) was reacted with 2-[2-(4-isopropyl-phenyl)-5-methyl-thiazol-4-yl]-ethanol (prepared from [rac]-4-bromo-3-oxo-pentanoic acid methyl ester [PCT Int. Appl. (2001), WO 01/79202] and 4-isopropyl-thiobenzamide in analogy to the procedures described in examples 12 a] and 12 b]) in tetrahydrofuran in the presence of triphenylphosphine and DEAD (diethyl azodicarbox... Starting materials: NC=1SC=C(N1)CC(=O)OCC (ethyl 2-amino-4-thiazolylacetate), C(C)(C)C1=CC=C(C=C1)S(=O)(=O)Cl (4-isopropylbenzenesulfonyl chloride). Product: C(C)(C)C1=CC=C(C=C1)S(=O)(=O)NC=1SC=C(N1)CC(=O)OCC (Ethyl (2-{[(4-isopropylphenyl)sulfonyl]amino}-1,3-thiazol-4-yl)acetate), pink powder. Yield: 78.0%. Reaction SMILES: [NH2:1][C:2]1[S:3][CH:4]=[C:5]([CH2:7][C:8]([O:10][CH2:11][CH3:12])=[O:9])[N:6]=1.[CH:13]([C:16]1[CH:21]=[CH:20][C:19]([S:22](Cl)(=[O:24])=[O:23])=[CH:18][CH:17]=1)([CH3:15])[CH3:14]>>[CH:13]([C:16]1[CH:21]=[CH:20][C:19]([S:22]([NH:1][C:2]2[S:3][CH:4]=[C:5]([CH2:7][C:8]([O:10][CH2:11][CH3:12])=[O:9])[N:6]=2)(=[O:24])=[O:23])=[CH:18][CH:17]=1)([CH3:15])[CH3:14]. Procedure: The title compound was prepared from ethyl 2-amino-4-thiazolylacetate and 4-isopropylbenzenesulfonyl chloride according to METHOD A, giving 0.57 g (78%) of a pink powder: MS (electrospray, [M−H]−) m/z 367.2. Starting materials: N1CCC(CC1)CCCO (3-(piperidin-4-yl)-1-propanol), C([O-])([O-])=O.[K+].[K+] (potassium carbonate), C1(CCCC1)Br (cyclopentylbromide). The solvent is C(C)#N (acetonitril). Product: C1(CCCC1)N1CCC(CC1)CCCO (3-(1-Cyclopentyl piperidin-4-yl)-1-propanol). RXN SMILES: [NH:1]1[CH2:6][CH2:5][CH:4]([CH2:7][CH2:8][CH2:9][OH:10])[CH2:3][CH2:2]1.C(=O)([O-])[O-].[K+].[K+].[CH:17]1(Br)[CH2:21][CH2:20][CH2:19][CH2:18]1>C(#N)C>[CH:17]1([N:1]2[CH2:6][CH2:5][CH:4]([CH2:7][CH2:8][CH2:9][OH:10])[CH2:3][CH2:2]2)[CH2:21][CH2:20][CH2:19][CH2:18]1 |f:1.2.3|. Reported procedure: To a solution of 3-(piperidin-4-yl)-1-propanol (4.7 g, 33 mmol) in acetonitril (100 mL) was added potassium carbonate (25 g, 180 mmol) and cyclopentylbromide (24.5 g, 164 mmol) and the reaction mixture was stirred at reflux temperature overnight. The mixture was allowed to cool, then filtered and the solvent evaporated. The residue was dissolved in ethyl acetate (150 mL) and the organic mixture was dried (MgSO4). The mixture was filtered and the solvent was evaporated. The residue was treated wi... Starting materials: C(C)OC1=NC(=NC(=N1)NC)N (4-ethoxy-6-methylamino-1,3,5-triazin-2-amine), COC(=O)C1=C(C=CC=C1)S(=O)(=O)N=C=O (2-(methoxycarbonyl)benzenesulfonyl isocyanate). The solvent is C(Cl)Cl (methylene chloride). Conditions: time 1 hour. The product is C(C)OC1=NC(=NC(=N1)NC)NC(=O)NS(=O)(=O)C1=C(C(=O)OC)C=CC=C1 (Methyl 2-[[(4-ethoxy-6-methylamino-1,3,5-triazin-2-yl)aminocarbonyl]aminosulfonyl]benzoate). Isolated yield 46.4%. Reaction SMILES: [CH2:1]([O:3][C:4]1[N:9]=[C:8]([NH:10][CH3:11])[N:7]=[C:6]([NH2:12])[N:5]=1)[CH3:2].[CH3:13][O:14][C:15]([C:17]1[CH:22]=[CH:21][CH:20]=[CH:19][C:18]=1[S:23]([N:26]=[C:27]=[O:28])(=[O:25])=[O:24])=[O:16]>C(Cl)Cl>[CH2:1]([O:3][C:4]1[N:9]=[C:8]([NH:10][CH3:11])[N:7]=[C:6]([NH:12][C:27]([NH:26][S:23]([C:18]2[CH:19]=[CH:20][CH:21]=[CH:22][C:17]=2[C:15]([O:14][CH3:13])=[O:16])(=[O:24])=[O:25])=[O:28])[N:5]=1)[CH3:2]. Reported procedure: To a suspension of 0.8 g of 4-ethoxy-6-methylamino-1,3,5-triazin-2-amine in 25 ml of methylene chloride was added 1.14 g of 2-(methoxycarbonyl)benzenesulfonyl isocyanate. Dissolution of the suspension occurred, followed by precipitation of a solid. After 1 hour at ambient temperature, the solid was collected and dried giving 0.9 g of the title compound, m.p. 204°-206° C. Starting materials: FC1=CC(=C(C=C1F)C1=CC=C(C=C1)OCC1=C2C=CN(C2=CC=C1)C(CCC(=O)O)=O)OC (4-[4-(4′,5′-difluoro-2′-methoxy-biphenyl-4-yloxymethyl)-indol-1-yl]-4-oxo-butyric acid), CC1(C(=O)OC(C1)=O)C (2,2-dimethyl-succinic anhydride), FC1=CC(=C(C=C1F)C1=CC=C(C=C1)OCC1=C2C=CNC2=CC=C1)OC (4-(4′,5′-difluoro-2′-methoxy-biphenyl-4-yloxymethyl)-1H-indole). Product: FC1=CC(=C(C=C1F)C1=CC=C(C=C1)OCC1=C2C=CN(C2=CC=C1)C(CC(C(=O)O)(C)C)=O)OC (4-[4-(4′,5′-Difluoro-2′-methoxy-biphenyl-4-yloxymethyl)-indol-1-yl]-2,2-dimethyl-4-oxo-butyric acid), product. Yield: 27.0%. Reaction SMILES: FC1C(F)=CC(C2C=CC(OCC3C=CC=C4C=3C=CN4C(=O)CCC(O)=O)=CC=2)=C(OC)C=1.[F:35][C:36]1[C:41]([F:42])=[CH:40][C:39]([C:43]2[CH:48]=[CH:47][C:46]([O:49][CH2:50][C:51]3[CH:59]=[CH:58][CH:57]=[C:56]4[C:52]=3[CH:53]=[CH:54][NH:55]4)=[CH:45][CH:44]=2)=[C:38]([O:60][CH3:61])[CH:37]=1.[CH3:62][C:63]1([CH3:70])[CH2:68][C:67](=[O:69])[O:66][C:64]1=[O:65]>>[F:35][C:36]1[C:41]([F:42])=[CH:40][C:39]([C:43]2[CH:48]=[CH:47][C:46]([O:49][CH2:50][C:51]3[CH:59]=[CH:58][CH:57]=[C:56]4[C:52]=3[CH:53]=[CH:54][N:55]4[C:67](=[O:69])[CH2:68][C:63]([CH3:70])([CH3:62])[C:64]([OH:66])=[O:65])=[CH:45][CH:44]=2)=[C:38]([O:60][CH3:61])[CH:37]=1. Reported procedure: 4-[4-(4′,5′-Difluoro-2′-methoxy-biphenyl-4-yloxymethyl)-indol-1-yl]-2,2-dimethyl-4-oxo-butyric acid was synthesized by a procedure similar to 4-[4-(4′,5′-difluoro-2′-methoxy-biphenyl-4-yloxymethyl)-indol-1-yl]-4-oxo-butyric acid from starting materials 4-(4′,5′-difluoro-2′-methoxy-biphenyl-4-yloxymethyl)-1H-indole and 2,2-dimethyl-succinic anhydride to yield the product as a white solid (13 mg, 27%). LC-MS (ES) calculated for C28H25F2NO5, 493.2; found m/z 494 [M+H]+.